From a dataset of the Open Reaction Database (ORD), a public repository of structured organic reaction records. describe an organic reaction: reactants, conditions, products, and yield Starting materials: C[Si](C)(C)CCOCCl, CN(C)C=O, O=C1Nc2cc(I)cc(C(F)(F)F)c2C1=O, [H-], [Na+], O. Product: C[Si](C)(C)CCOCN1C(=O)C(=O)c2c1cc(I)cc2C(F)(F)F. As a reaction SMILES: [CH3:19][Si:20]([CH2:21][CH2:22][O:23][CH2:24][Cl:25])([CH3:26])[CH3:27].[CH3:29][N:30]([CH3:31])[CH:32]=[O:33].[F:1][C:2]([c:3]1[c:4]2[c:8]([cH:9][c:10]([I:12])[cH:11]1)[NH:7][C:6](=[O:13])[C:5]2=[O:14])([F:15])[F:16].[H-:17].[Na+:18].[OH2:28]>>[F:1][C:2]([c:3]1[c:4]2[c:8]([cH:9][c:10]([I:12])[cH:11]1)[N:7]([CH2:24][O:23][CH2:22][CH2:21][Si:20]([CH3:19])([CH3:26])[CH3:27])[C:6](=[O:13])[C:5]2=[O:14])([F:15])[F:16]. Starting materials: S1C(=CC=C1)S(=O)(=O)Cl (2-thiophenesulfonyl chloride), N[C@@H]([C@@H](C)CC)CO ((S)-isoleucinol), CCN(C(C)C)C(C)C (Hunig's base). Solvent: C(Cl)Cl (CH2Cl2). Run at temperature 25 celsius, time 24 hour. Yields the product OC[C@H]([C@H](CC)C)NS(=O)(=O)C=1SC=CC1 (N-[(1S, 2S)-1-(Hydroxymethyl)-2-methylbutyl]thiophene-2-sulfonamide). As a reaction SMILES: [S:1]1[CH:5]=[CH:4][CH:3]=[C:2]1[S:6](Cl)(=[O:8])=[O:7].[NH2:10][C@H:11]([CH2:16][OH:17])[C@H:12]([CH2:14][CH3:15])[CH3:13].CCN(C(C)C)C(C)C>C(Cl)Cl>[OH:17][CH2:16][C@@H:11]([NH:10][S:6]([C:2]1[S:1][CH:5]=[CH:4][CH:3]=1)(=[O:8])=[O:7])[C@@H:12]([CH3:13])[CH2:14][CH3:15]. Procedure: To a solution of 2-thiophenesulfonyl chloride (1 g, 5.48 mmol) in CH2Cl2 (5 mL) and (S)-isoleucinol (642 mg, 5.48 mmol) was added Hunig's base (1. 05 mL, 6.02 mmol). The reaction mixture was stirred at 25° C. for 24 h. The solvent was removed and the oil was dissolved in EtOAc (100 mL). The solution was washed with water (2×100 mL), brine (1×100 mL), and dried over Na2SO4. The desired sulfonamide (m/z=264.0(M+H), rt=0.79 min) was isolated by semi-preparative RP-HPLC using the conditions outlined... Reactants: Intermediate 7, Example 241A, ClC1=CC=C(C=C1)CCN (2-(4-chlorophenyl)ethylamine), CC1(OC(C(O1)=CC(=O)O)=O)C (2-(2,2-dimethyl-5-oxo-1,3-dioxolan-4-ylidene)acetic acid). Yields the product ClC1=CC=C(CCNC(C=C2OC(OC2=O)(C)C)=O)C=C1 (N-(4-chlorophenethyl)-2-(2,2-dimethyl-5-oxo-1,3-dioxolan-4-ylidene)acetamide). As a reaction SMILES: [Cl:1][C:2]1[CH:7]=[CH:6][C:5]([CH2:8][CH2:9][NH2:10])=[CH:4][CH:3]=1.[CH3:11][C:12]1([CH3:22])[O:16][C:15](=[CH:17][C:18](O)=[O:19])[C:14](=[O:21])[O:13]1>>[Cl:1][C:2]1[CH:7]=[CH:6][C:5]([CH2:8][CH2:9][NH:10][C:18](=[O:19])[CH:17]=[C:15]2[C:14](=[O:21])[O:13][C:12]([CH3:11])([CH3:22])[O:16]2)=[CH:4][CH:3]=1. Procedure: By appropriate application of method described in Intermediate 7, 2-(4-chlorophenyl)ethylamine (0.27 mL, 1.9 mmol) and 2-(2,2-dimethyl-5-oxo-1,3-dioxolan-4-ylidene)acetic acid (365 mg, 2.12 mmol) were converted to Example 241A (190 mg, 32%) as a white solid. HPLC/MS (Method L) RT=1.78 min, [M+1]+ 310.0. The reactants are L-menthoxyethanol, C(C1=CC=CC=C1)(=O)OC=C (vinyl benzoate). Reagents/catalysts: Cl[Pd]([P](C1=CC=CC=C1)(C2=CC=CC=C2)C3=CC=CC=C3)([P](C4=CC=CC=C4)(C5=CC=CC=C5)C6=CC=CC=C6)Cl ((PPh3)2PdCl2). Solvent: C1CCOC1 (THF). Conditions: temperature 100 celsius, time 24 hour. Yields the product C(C1=CC=CC=C1)(=O)O (benzoic acid), L-menthoxyethanol. Reaction SMILES: [C:1]([O:9]C=C)(=[O:8])[C:2]1[CH:7]=[CH:6][CH:5]=[CH:4][CH:3]=1>Cl[Pd](Cl)([P](C1C=CC=CC=1)(C1C=CC=CC=1)C1C=CC=CC=1)[P](C1C=CC=CC=1)(C1C=CC=CC=1)C1C=CC=CC=1.C1COCC1>[C:1]([OH:9])(=[O:8])[C:2]1[CH:7]=[CH:6][CH:5]=[CH:4][CH:3]=1 |^1:14,33|. Procedure: A 70 mL stainless steel high pressure reactor fitted with a Pyrex glass liner and magnetic stir bar is charged with THF (5 mL), (PPh3)2PdCl2 (0.05 mmol), L-menthoxyethanol (0.5 mmol), and vinyl benzoate (0.5 mmol). The reactor is sealed, pressurized to 1000 psig with CO, and stirred for 24 hours at 100° C. The product mixture, isolated after removal of gas from the reactor vessel, contains a diastereomeric mixture of L-menthoxyethyl benzoyl-L-lactate and L-menthoxyethyl benzoyl-D-lactate. The di... The reactants are ClC1=CC=C(C=C1)C(C#N)CC=1OC=CC1 (2-(4-chlorophenyl)-3-(2-furyl)propionitrile), Cl.ClCN1N=CN=C1 (1-(chloromethyl)-1,2,4-triazole hydrochloride), [H-].[Na+] (sodium hydride), CN(C)C=O (DMF). The solvent is O (Water), CCOCC (ether), CCCCCC (hexane), C(C)(=O)OCC (ethyl acetate). Product: ClC1=CC=C(C=C1)C(CN1N=CN=C1)(CC=1OC=CC1)C#N (1-[2-(4-chlorophenyl)-2-cyano-3-(2-furyl)propyl]-1,2,4-triazole). The yield is 37.1%. Reaction SMILES: [H-].[Na+].[Cl:3][C:4]1[CH:9]=[CH:8][C:7]([CH:10]([CH2:13][C:14]2[O:15][CH:16]=[CH:17][CH:18]=2)[C:11]#[N:12])=[CH:6][CH:5]=1.CN(C=O)C.Cl.Cl[CH2:26][N:27]1[CH:31]=[N:30][CH:29]=[N:28]1>CCCCCC.C(OCC)(=O)C.CCOCC.O>[Cl:3][C:4]1[CH:9]=[CH:8][C:7]([C:10]([C:11]#[N:12])([CH2:13][C:14]2[O:15][CH:16]=[CH:17][CH:18]=2)[CH2:26][N:27]2[CH:31]=[N:30][CH:29]=[N:28]2)=[CH:6][CH:5]=1 |f:0.1,4.5|. Procedure details: To a flask under a nitrogen atmosphere was added 1.66 g. (0.069 mole) of 60% sodium hydride, which had been washed twice with hexane to remove the mineral oil, in 40 ml. of dry DMF. To this slurry at room temperature was added with stirring 6.40 g. (27.7 mmoles) of 2-(4-chlorophenyl)-3-(2-furyl)propionitrile in 25 ml. of dry DMF. The mixture was stirred for 45 minutes and then 4.66 g. (30.47 mmoles) of 1-(chloromethyl)-1,2,4-triazole hydrochloride was added directly in two portions. The flask co... Starting materials: CNC, CCO, O=C1CN(S(=O)(=O)c2cc3ccc(Cl)cc3s2)CCN1CC1CCN(c2ccnc(Cl)n2)CC1. Yields the product CN(C)c1nccc(N2CCC(CN3CCN(S(=O)(=O)c4cc5ccc(Cl)cc5s4)CC3=O)CC2)n1. As a reaction SMILES: [CH3:35][NH:36][CH3:37].[CH3:38][CH2:39][OH:40].[Cl:1][c:2]1[cH:3][cH:4][c:5]2[c:6]([s:7][c:8]([S:10](=[O:11])(=[O:12])[N:13]3[CH2:14][C:15](=[O:33])[N:16]([CH2:19][CH:20]4[CH2:21][CH2:22][N:23]([c:26]5[n:27][c:28]([Cl:32])[n:29][cH:30][cH:31]5)[CH2:24][CH2:25]4)[CH2:17][CH2:18]3)[cH:9]2)[cH:34]1>>[Cl:1][c:2]1[cH:3][cH:4][c:5]2[c:6]([s:7][c:8]([S:10](=[O:11])(=[O:12])[N:13]3[CH2:14][C:15](=[O:33])[N:16]([CH2:19][CH:20]4[CH2:21][CH2:22][N:23]([c:26]5[n:27][c:28]([N:36]([CH3:35])[CH3:37])[n:29][cH:30][cH:31]5)[CH2:24][CH2:25]4)[CH2:17][CH2:18]3)[cH:9]2)[cH:34]1.